From a dataset of the Open Reaction Database (ORD), a public repository of structured organic reaction records. describe an organic reaction: reactants, conditions, products, and yield Reactants: CN(C)C=O, O=C(Cl)C(=O)Cl, CC(C)Oc1c(C(=O)O)oc2ccc(Cl)cc12, Nc1ccccc1, C1CCOC1. The product is CC(C)Oc1c(C(=O)Nc2ccccc2)oc2ccc(Cl)cc12. Reaction SMILES: [CH3:24][N:25]([CH3:26])[CH:27]=[O:28].[Cl:18][C:19]([C:20]([Cl:21])=[O:22])=[O:23].[Cl:1][c:2]1[cH:3][cH:4][c:5]2[c:6]([c:7]([O:13][CH:14]([CH3:15])[CH3:16])[c:8]([C:10](=[O:11])[OH:12])[o:9]2)[cH:17]1.[NH2:29][c:30]1[cH:31][cH:32][cH:33][cH:34][cH:35]1.[O:36]1[CH2:37][CH2:38][CH2:39][CH2:40]1>>[Cl:1][c:2]1[cH:3][cH:4][c:5]2[c:6]([c:7]([O:13][CH:14]([CH3:15])[CH3:16])[c:8]([C:10](=[O:12])[NH:29][c:30]3[cH:31][cH:32][cH:33][cH:34][cH:35]3)[o:9]2)[cH:17]1.